From a dataset of the Open Reaction Database (ORD), a public repository of structured organic reaction records. describe an organic reaction: reactants, conditions, products, and yield The reactants are C1(CCCCC1)C(=O)Cl (cyclohexanecarbonyl chloride), NC1CN(C2N(C1=O)C(C(N(C2)C(C)C)=O)CC2=CC=C(C=C2)Cl)S(=O)(=O)C2=C(C=C(C=C2)Cl)Cl (3-amino-6-(4-chlorobenzyl)-1-(2,4-dichlorobenzenesulfonyl)-8-isopropylhexahydropyrazino[1,2-a]pyrimidine-4,7-dione). Yields the product ClC1=CC=C(CC2C(N(CC3N2C(C(CN3S(=O)(=O)C3=C(C=C(C=C3)Cl)Cl)NC(=O)C3CCCCC3)=O)C(C)C)=O)C=C1 (N-[6-(4-Chlorobenzyl)-1-(2,4-dichlorobenzenesulfonyl)-8-isopropyl-4,7-dioxooctahydropyrazino[1,2-a]pyrimidin-3-yl]cyclohexanecarboxamide). RXN SMILES: [CH:1]1([C:7](Cl)=[O:8])[CH2:6][CH2:5][CH2:4][CH2:3][CH2:2]1.[NH2:10][CH:11]1[C:16](=[O:17])[N:15]2[CH:18]([CH2:26][C:27]3[CH:32]=[CH:31][C:30]([Cl:33])=[CH:29][CH:28]=3)[C:19](=[O:25])[N:20]([CH:22]([CH3:24])[CH3:23])[CH2:21][CH:14]2[N:13]([S:34]([C:37]2[CH:42]=[CH:41][C:40]([Cl:43])=[CH:39][C:38]=2[Cl:44])(=[O:36])=[O:35])[CH2:12]1>>[Cl:33][C:30]1[CH:31]=[CH:32][C:27]([CH2:26][CH:18]2[N:15]3[C:16](=[O:17])[CH:11]([NH:10][C:7]([CH:1]4[CH2:6][CH2:5][CH2:4][CH2:3][CH2:2]4)=[O:8])[CH2:12][N:13]([S:34]([C:37]4[CH:42]=[CH:41][C:40]([Cl:43])=[CH:39][C:38]=4[Cl:44])(=[O:36])=[O:35])[CH:14]3[CH2:21][N:20]([CH:22]([CH3:24])[CH3:23])[C:19]2=[O:25])=[CH:28][CH:29]=1. Procedure details: Synthesis took place in analogy to Example 22 using cyclohexanecarbonyl chloride and 3-amino-6-(4-chlorobenzyl)-1-(2,4-dichlorobenzenesulfonyl)-8-isopropylhexahydropyrazino[1,2-a]pyrimidine-4,7-dione. The desired product is obtained with MW=668.14 (calculated, monoisotopic); measured value (M+H)+: 669.11